This data is from the Open Reaction Database (ORD), a public repository of structured organic reaction records. The task is: describe an organic reaction: reactants, conditions, products, and yield Reactants: pure product, C(C)(C)(C)OC(=O)N[C@@H](CC1=CC=CC=C1)C(=O)O (N-t-butyloxycarbonylphenylalanine), C1(CCCCC1)N=C=NC1CCCCC1 (dicyclohexylcarbodiimide), NC=1C=C(CO)C=CC1 (m-aminobenzyl alcohol). The solvent is ClCCl (dichloromethane). The product is C(C)(C)(C)OC(=O)N[C@@H](CC1=CC=CC=C1)C(=O)C(C1=CC(=CC=C1)N)O (N-t-Butyloxycarbonyl-Phenylalanyl-3-aminobenzyl Alcohol). Reaction SMILES: [C:1]([O:5][C:6]([NH:8][C@H:9]([C:17]([OH:19])=O)[CH2:10][C:11]1[CH:16]=[CH:15][CH:14]=[CH:13][CH:12]=1)=[O:7])([CH3:4])([CH3:3])[CH3:2].[NH2:20][C:21]1[CH:22]=[C:23]([CH:26]=[CH:27][CH:28]=1)[CH2:24][OH:25].C1(N=C=NC2CCCCC2)CCCCC1>ClCCl>[C:1]([O:5][C:6]([NH:8][C@H:9]([C:17]([CH:24]([OH:25])[C:23]1[CH:26]=[CH:27][CH:28]=[C:21]([NH2:20])[CH:22]=1)=[O:19])[CH2:10][C:11]1[CH:12]=[CH:13][CH:14]=[CH:15][CH:16]=1)=[O:7])([CH3:2])([CH3:3])[CH3:4]. Reported procedure: N-t-butyloxycarbonylphenylalanine (1.00 g, 3.8 mmole) is dissolved in 4 ml of dichloromethane, in which is then suspended m-aminobenzyl alcohol. The cooled mixture is treated with 0.78 g (3.8 mmole) of dicyclohexylcarbodiimide for 12 to 24 hours. Dicyclohexylurea is removed by filtration, using an ethyl acetate wash. The filtrate is extracted three times with saturated aqueous potassium bisulfate, three times with aqueous potassium bicarbonate, and once with brine. The organic layer is dried ove... Starting materials: CN1CCC(N(C)C(=O)Nc2cc(Oc3ccc(NC(=O)C4(C(=O)OCc5ccccc5)CC4)c(F)c3)ccn2)CC1, C1CCOC1, [OH-], [OH-], [Pd+2]. Product: CN1CCC(N(C)C(=O)Nc2cc(Oc3ccc(NC(=O)C4(C(=O)O)CC4)c(F)c3)ccn2)CC1. As a reaction SMILES: [CH2:1]([c:2]1[cH:3][cH:4][cH:5][cH:6][cH:7]1)[O:8][C:9](=[O:10])[C:11]1([C:14](=[O:15])[NH:16][c:17]2[c:18]([F:42])[cH:19][c:20]([O:23][c:24]3[cH:25][c:26]([NH:30][C:31](=[O:32])[N:33]([CH:34]4[CH2:35][CH2:36][N:37]([CH3:40])[CH2:38][CH2:39]4)[CH3:41])[n:27][cH:28][cH:29]3)[cH:21][cH:22]2)[CH2:12][CH2:13]1.[O:43]1[CH2:44][CH2:45][CH2:46][CH2:47]1.[OH-:48].[OH-:50].[Pd+2:49]>>[O:8]=[C:9]([OH:10])[C:11]1([C:14](=[O:15])[NH:16][c:17]2[c:18]([F:42])[cH:19][c:20]([O:23][c:24]3[cH:25][c:26]([NH:30][C:31](=[O:32])[N:33]([CH:34]4[CH2:35][CH2:36][N:37]([CH3:40])[CH2:38][CH2:39]4)[CH3:41])[n:27][cH:28][cH:29]3)[cH:21][cH:22]2)[CH2:12][CH2:13]1. Reactants: COCOC1=CC=C2C(C(COC2=C1)(C)C1=CC=C(C=C1)OCOC)CCCCCCCCCN1CCNCC1 (7-(Methoxymethoxy)-3-(4-methoxymethoxyphenyl)-4-(9-piperazinylnonyl)-3-methylchroman), C(=O)([O-])[O-].[K+].[K+] (K2CO3), FC(CCCOS(=O)(=O)C1=CC=C(C=C1)C)(C(F)(F)F)F (4,4,5,5,5-pentafluoropentyl-4-methylbenzenesulfonate). Run in O (water). Yields the product COCOC1=CC=C2C(C(COC2=C1)(C)C1=CC=C(C=C1)OCOC)CCCCCCCCCN1CCN(CC1)CCCC(C(F)(F)F)(F)F (7-(methoxymethoxy)-3-(4-methoxymethoxyphenyl)-4-{9-[4-(4,4,5,5,5-pentafluoropentyl)piperazinyl]nonyl}-3-methylchroman). The yield is 48.6%. RXN SMILES: [CH3:1][O:2][CH2:3][O:4][C:5]1[CH:14]=[C:13]2[C:8]([CH:9]([CH2:26][CH2:27][CH2:28][CH2:29][CH2:30][CH2:31][CH2:32][CH2:33][CH2:34][N:35]3[CH2:40][CH2:39][NH:38][CH2:37][CH2:36]3)[C:10]([C:16]3[CH:21]=[CH:20][C:19]([O:22][CH2:23][O:24][CH3:25])=[CH:18][CH:17]=3)([CH3:15])[CH2:11][O:12]2)=[CH:7][CH:6]=1.C([O-])([O-])=O.[K+].[K+].[F:47][C:48]([F:67])([C:63]([F:66])([F:65])[F:64])[CH2:49][CH2:50][CH2:51]OS(C1C=CC(C)=CC=1)(=O)=O>O>[CH3:1][O:2][CH2:3][O:4][C:5]1[CH:14]=[C:13]2[C:8]([CH:9]([CH2:26][CH2:27][CH2:28][CH2:29][CH2:30][CH2:31][CH2:32][CH2:33][CH2:34][N:35]3[CH2:36][CH2:37][N:38]([CH2:51][CH2:50][CH2:49][C:48]([F:67])([F:47])[C:63]([F:66])([F:65])[F:64])[CH2:39][CH2:40]3)[C:10]([C:16]3[CH:21]=[CH:20][C:19]([O:22][CH2:23][O:24][CH3:25])=[CH:18][CH:17]=3)([CH3:15])[CH2:11][O:12]2)=[CH:7][CH:6]=1 |f:1.2.3|. Reported procedure: 7-(Methoxymethoxy)-3-(4-methoxymethoxyphenyl)-4-(9-piperazinylnonyl)-3-methylchroman (380 mg, 0.685 mmol), K2CO3 (190 mg, 1.375 mmol) and 4,4,5,5,5-pentafluoropentyl-4-methylbenzenesulfonate (460 mg, 1.384 mmol) were refluxed under acetone for 15 hours. After the mixture was cooled down to room temperature, water was added thereto, and the resulting mixture was extracted with ethyl acetate. The organic layer was dried over anhydrous magnesium sulfate, filtered, and the organic solvent was remove... Starting materials: ClC1=CC2=C(C(=NO2)C2CCNCC2)C=C1 (6-chloro-3-(4-piperidinyl)-1,2 benzisoxazole), ClCCOC1=C(C=C(C=C1)C(C)=O)OC (l-[4-(2-chloroethoxy)-3- methoxyphenyl]ethanone), C(=O)([O-])[O-].[K+].[K+] (K2CO3). Run in C(C)#N (acetonitrile). The product is ClC1=CC2=C(C(=NO2)C2(CCNCC2)CCOC2=C(C=C(C=C2)C(C)=O)OC)C=C1 (1-[4-[2-[4-(6-Chloro-1,2-benzisoxazol-3-yl)-4-piperidinyl]ethoxy]-3-methoxyphenyl]-ethanone). Isolated yield 98.2%. Reaction SMILES: [Cl:1][C:2]1[CH:16]=[CH:15][C:5]2[C:6]([CH:9]3[CH2:14][CH2:13][NH:12][CH2:11][CH2:10]3)=[N:7][O:8][C:4]=2[CH:3]=1.Cl[CH2:18][CH2:19][O:20][C:21]1[CH:26]=[CH:25][C:24]([C:27](=[O:29])[CH3:28])=[CH:23][C:22]=1[O:30][CH3:31].C([O-])([O-])=O.[K+].[K+]>C(#N)C>[Cl:1][C:2]1[CH:16]=[CH:15][C:5]2[C:6]([C:9]3([CH2:18][CH2:19][O:20][C:21]4[CH:26]=[CH:25][C:24]([C:27](=[O:29])[CH3:28])=[CH:23][C:22]=4[O:30][CH3:31])[CH2:10][CH2:11][NH:12][CH2:13][CH2:14]3)=[N:7][O:8][C:4]=2[CH:3]=1 |f:2.3.4|. Procedure details: A stirred mixture of 6-chloro-3-(4-piperidinyl)-1,2 benzisoxazole (4.6 g, 19 mmol), l-[4-(2-chloroethoxy)-3- methoxyphenyl]ethanone (4.3 g, 19 mmol), K2CO3 (2.8 g), a few crystals of KI and acetonitrile (120 ml) was refluxed for 16 hours. The reaction was filtered and the filtrate was concentrated to yield 8.0 g of yellow solid. The solid was chromatographed on a Waters Prep 500 LC (silica columns, eluting with methylene chloride/methanol, 5%). Concentration of the appropriate fractions yielded ...